From a dataset of the Open Reaction Database (ORD), a public repository of structured organic reaction records. describe an organic reaction: reactants, conditions, products, and yield Reactants: [Al+3].[Cl-].[Cl-].[Cl-] (AlCl3), CN1C(COC2=C1C=CC=C2)=O (4-Methyl-4H-benzo[1,4]oxazin-3-one), ClCC(CCl)OC(CCl)CCl (bis-chloromethyl-methylether), [N+](=O)([O-])C (nitromethane), [Al+3].[Cl-].[Cl-].[Cl-] (AlCl3). The solvent is C(Cl)Cl (DCM), C(Cl)Cl (DCM), C(Cl)Cl (DCM). Conditions: temperature 0 celsius, time 15 minute. Yields the product CN1C(COC2=C1C=C(C=C2)C=O)=O (4-methyl-3-oxo-3,4-dihydro-2H-benzo[1,4]oxazine-6-carbaldehyde). The yield is 37.0%. As a reaction SMILES: [Al+3].[Cl-].[Cl-].[Cl-].[N+](C)([O-])=O.[CH3:9][N:10]1[C:15]2[CH:16]=[CH:17][CH:18]=[CH:19][C:14]=2[O:13][CH2:12][C:11]1=[O:20].ClC[CH:23]([O:26]C(CCl)CCl)CCl>C(Cl)Cl>[CH3:9][N:10]1[C:15]2[CH:16]=[C:17]([CH:23]=[O:26])[CH:18]=[CH:19][C:14]=2[O:13][CH2:12][C:11]1=[O:20] |f:0.1.2.3|. Procedure details: 1 g of AlCl3 were suspended in 10 ml DCM, 0.5 ml of nitromethane were added to dissolve AlCl3, and the solution was cooled to 0° C. 4-Methyl-4H-benzo[1,4]oxazin-3-one (0.5 g, 3.06 mmol) dissolved in DCM was added to the above solution and stirred for 15 minutes at 0° C. To this solution was further added 0.36 ml of bis-chloromethyl-methylether in DCM. The reaction was stirred at 0° C. for 15 minutes and at room temperature for 3 h. The crude reaction mixture was then poured onto ice, the layers ... Reactants: [H][H] (hydrogen), Cl (hydrogen chloride), C(C)(=O)OC=1C=C(C(=O)O)C=C(C1OC)[N+](=O)[O-] (3-Acetoxy-4-methoxy-5-nitro-benzoic acid). The reagents and catalysts are [Pd] (palladium on charcoal). The solvent is CO (methanol), C(C)O (ethanol). Yields the product C(C)(=O)OC=1C=C(C(=O)O)C=C(C1OC)N (3-Acetoxy-5-amino-4-methoxy-benzoic acid). Isolated yield 103.4%. As a reaction SMILES: [C:1]([O:4][C:5]1[CH:6]=[C:7]([CH:11]=[C:12]([N+:16]([O-])=O)[C:13]=1[O:14][CH3:15])[C:8]([OH:10])=[O:9])(=[O:3])[CH3:2].Cl.[H][H]>C(O)C.CO.[Pd]>[C:1]([O:4][C:5]1[CH:6]=[C:7]([CH:11]=[C:12]([NH2:16])[C:13]=1[O:14][CH3:15])[C:8]([OH:10])=[O:9])(=[O:3])[CH3:2]. Procedure details: 3-Acetoxy-4-methoxy-5-nitro-benzoic acid (4.50 g, 17.6 mmol) (R. T. Borchardt et al., J. Med. Chem. 25 (1982), 312-323; F. Tiemann et al., Ber. dt. Chem. Ges. 9 (1876), 937) was dissolved in ethanol (180 ml) and 0.5 M hydrogen chloride in methanol (4 ml) and hydrogenated in an H-Cube™ hydrogenation reactor with 100 bar hydrogen at 40° C. over a 10% palladium on charcoal cartridge. The mixture was evaporated to dryness to give 4.1 g of the title compound. The reactants are O=C([O-])O, CCOCc1nc2cnc3cc(N4CCOCC4)ccc3c2n1CCCOC(C)C, CO, N#Cc1ccccc1, [Na+], OO. Product: CCOCc1nc2c[n+]([O-])c3cc(N4CCOCC4)ccc3c2n1CCCOC(C)C. Reaction SMILES: [C:39]([O-:40])(=[O:41])[OH:42].[CH2:1]([CH3:2])[O:3][CH2:4][c:5]1[n:6]([CH2:24][CH2:25][CH2:26][O:27][CH:28]([CH3:29])[CH3:30])[c:7]2[c:8]([cH:9][n:10][c:11]3[cH:12][c:13]([N:17]4[CH2:18][CH2:19][O:20][CH2:21][CH2:22]4)[cH:14][cH:15][c:16]23)[n:23]1.[CH3:46][OH:47].[N:31]#[C:32][c:33]1[cH:34][cH:35][cH:36][cH:37][cH:38]1.[Na+:43].[OH:44][OH:45]>>[CH2:1]([CH3:2])[O:3][CH2:4][c:5]1[n:6]([CH2:24][CH2:25][CH2:26][O:27][CH:28]([CH3:29])[CH3:30])[c:7]2[c:8]([cH:9][n+:10]([O-:40])[c:11]3[cH:12][c:13]([N:17]4[CH2:18][CH2:19][O:20][CH2:21][CH2:22]4)[cH:14][cH:15][c:16]23)[n:23]1. The reactants are [H][H] (hydrogen), [N+](=O)([O-])C1=CC=C(C=2C(C3=C(C=CC(=C3C(C12)=O)O)[N+](=O)[O-])=O)O (1,5-dinitro-4,8-dihydroxyanthraquinone), aqueous solution, [OH-].[Na+] (sodium hydroxide). The reagents and catalysts are [C].[Pd] (palladium-carbon). Conditions: time 5 hour. Yields the product NC1=CC=C(C=2C(C3=C(C=CC(=C3C(C12)=O)O)N)=O)O (1,5-diamino-4,8-dihydroxyanthraquinone). The yield is 98.0%. Reaction SMILES: [N+:1]([C:4]1[C:17]2[C:16](=[O:18])[C:15]3[C:10](=[C:11]([N+:20]([O-])=O)[CH:12]=[CH:13][C:14]=3[OH:19])[C:9](=[O:23])[C:8]=2[C:7]([OH:24])=[CH:6][CH:5]=1)([O-])=O.[OH-].[Na+].[H][H]>[C].[Pd]>[NH2:1][C:4]1[C:17]2[C:16](=[O:18])[C:15]3[C:10](=[C:11]([NH2:20])[CH:12]=[CH:13][C:14]=3[OH:19])[C:9](=[O:23])[C:8]=2[C:7]([OH:24])=[CH:6][CH:5]=1 |f:1.2,4.5|. Procedure: A 500 ml. electromagnetically stirred glass reactor was charged with 5.0 g (0.0151 mole) of 1,5-dinitro-4,8-dihydroxyanthraquinone, 100 g of a 4% aqueous solution of sodium hydroxide and 0.25 g of 5% palladium-carbon. The inside of the reactor was purged with hydrogen, and the 1,5-dinitro-4,8-dihydroxyanthraquinone was hydrogenated at 50° C. with stirring. In 5 hours, 0.0906 mole of hydrogen was absorbed, whereupon the reaction was stopped. The reaction mixture was filtered to separate the catal... The reactants are potassium tert.-butylate, OC=C(C(=O)OCC)C1=CC=CC=C1 (ethyl α-hydroxymethylene-phenylacetate), C1(=CC=C(C=C1)S(=O)(=O)Cl)C (p-toluenesulphonyl chloride). The solvent is C(C)#N (acetonitrile). Run at time 4 hour. Product: CC1=CC=C(C=C1)S(=O)(=O)OC=C(C(=O)OCC)C1=CC=CC=C1 (ethyl α-(4-methyl-phenylsulphonyloxymethylene)-phenylacetate). The yield is 66.4%. Reaction SMILES: [OH:1][CH:2]=[C:3]([C:9]1[CH:14]=[CH:13][CH:12]=[CH:11][CH:10]=1)[C:4]([O:6][CH2:7][CH3:8])=[O:5].[C:15]1([CH3:25])[CH:20]=[CH:19][C:18]([S:21](Cl)(=[O:23])=[O:22])=[CH:17][CH:16]=1>C(#N)C>[CH3:25][C:15]1[CH:20]=[CH:19][C:18]([S:21]([O:1][CH:2]=[C:3]([C:9]2[CH:14]=[CH:13][CH:12]=[CH:11][CH:10]=2)[C:4]([O:6][CH2:7][CH3:8])=[O:5])(=[O:23])=[O:22])=[CH:17][CH:16]=1. Procedure details: 19.2 g (0.1 mol) of ethyl α-hydroxymethylene-phenylacetate are dissolved in 100 ml of acetonitrile, and first 11.2 g (0.1 mol) of potassium tert.-butylate are added, after which 19 g (0.1 mol) of p-toluenesulphonyl chloride are added in portions at 20° to 25° C. The mixture is stirred for 4 hours at room temperature and left to stand overnight. The precipitated salt is filtered off under suction, and the filtrate is evaporated down in vacuo. The residue is dissolved in toluene, and the solution ... Reactants: O=C([O-])[O-], CS(C)=O, CCOC(C)=O, Oc1cccc(F)c1, [K+], [K+], N#Cc1ccc([N+](=O)[O-])s1, O. The product is N#Cc1ccc(Oc2cccc(F)c2)s1. RXN SMILES: [C:19](=[O:20])([O-:21])[O-:22].[CH3:26][S:27]([CH3:28])=[O:29].[CH3:30][CH2:31][O:32][C:33](=[O:34])[CH3:35].[F:11][c:12]1[cH:13][c:14]([OH:18])[cH:15][cH:16][cH:17]1.[K+:23].[K+:24].[N+:1]([O-:2])(=[O:3])[c:4]1[cH:5][cH:6][c:7]([C:9]#[N:10])[s:8]1.[OH2:25]>>[c:4]1([O:18][c:14]2[cH:13][c:12]([F:11])[cH:17][cH:16][cH:15]2)[cH:5][cH:6][c:7]([C:9]#[N:10])[s:8]1.